Dataset: the Open Reaction Database (ORD), a public repository of structured organic reaction records. Task: describe an organic reaction: reactants, conditions, products, and yield Reactants: C1CCOC1, CC(C)(C)OC(=O)N1CCC(C=O)CC1, Cn1nnc(N(Cc2cc(C(F)(F)F)cc(C(F)(F)F)c2)Cc2cc(C(F)(F)F)ccc2Br)n1. Yields the product Cn1nnc(N(Cc2cc(C(F)(F)F)cc(C(F)(F)F)c2)Cc2cc(C(F)(F)F)ccc2C(O)C2CCN(C(=O)OC(C)(C)C)CC2)n1. As a reaction SMILES: [CH2:50]1[O:51][CH2:52][CH2:53][CH2:54]1.[CH:35](=[O:36])[CH:37]1[CH2:38][CH2:39][N:40]([C:43](=[O:44])[O:45][C:46]([CH3:47])([CH3:48])[CH3:49])[CH2:41][CH2:42]1.[F:1][C:2]([c:3]1[cH:4][c:5]([CH2:6][N:7]([c:8]2[n:9][n:10][n:11]([CH3:13])[n:12]2)[CH2:14][c:15]2[c:16]([Br:25])[cH:17][cH:18][c:19]([C:21]([F:22])([F:23])[F:24])[cH:20]2)[cH:26][c:27]([C:29]([F:30])([F:31])[F:32])[cH:28]1)([F:33])[F:34]>>[F:1][C:2]([c:3]1[cH:4][c:5]([CH2:6][N:7]([c:8]2[n:9][n:10][n:11]([CH3:13])[n:12]2)[CH2:14][c:15]2[c:16]([CH:35]([OH:36])[CH:37]3[CH2:38][CH2:39][N:40]([C:43](=[O:44])[O:45][C:46]([CH3:47])([CH3:48])[CH3:49])[CH2:41][CH2:42]3)[cH:17][cH:18][c:19]([C:21]([F:22])([F:23])[F:24])[cH:20]2)[cH:26][c:27]([C:29]([F:30])([F:31])[F:32])[cH:28]1)([F:33])[F:34].